This data is from the Open Reaction Database (ORD), a public repository of structured organic reaction records. The task is: describe an organic reaction: reactants, conditions, products, and yield The reactants are suspension, C(C)(C)(C)OC(=O)NC(CC(=O)O)C1=CC=CC=C1 (3-(tert-butoxycarbonylamino)-3-phenylpropanoic acid), C(C)(C)(C)OC(=O)NC(CC(=O)O)C1=CC=CC=C1 (3-(tert-butoxycarbonylamino)-3-phenylpropanoic acid), ClC(=O)OC (methyl chloroformate), [BH4-].[Na+] (sodium borohydride), Cl (hydrochloric acid). The solvent is O1CCCC1 (tetrahydrofuran), C(C)N(CC)CC (triethyl amine). Reaction conditions: temperature 0 celsius, time 15 minute. Product: C(C)(C)(C)OC(NC(CCO)C1=CC=CC=C1)=O (tert-butyl-3-hydroxy-1-phenylpropylcarbamate). The yield is 36.0%. Reaction SMILES: [C:1]([O:5][C:6]([NH:8][CH:9]([C:14]1[CH:19]=[CH:18][CH:17]=[CH:16][CH:15]=1)[CH2:10][C:11](O)=[O:12])=[O:7])([CH3:4])([CH3:3])[CH3:2].ClC(OC)=O.[BH4-].[Na+].Cl>O1CCCC1.C(N(CC)CC)C>[C:1]([O:5][C:6](=[O:7])[NH:8][CH:9]([C:14]1[CH:19]=[CH:18][CH:17]=[CH:16][CH:15]=1)[CH2:10][CH2:11][OH:12])([CH3:4])([CH3:2])[CH3:3] |f:2.3|. Procedure details: To a 17.9 mmol suspension of 3-(tert-butoxycarbonylamino)-3-phenylpropanoic acid (Formula 10) in tetrahydrofuran (THF) at 0° C. was added 2.74 mL of triethyl amine and 1.52 mL of methyl chloroformate. The mixture was stirred at 0° C. for 15 minutes. Next, the white solid formed was filtered off and washed with 10 mL of THF. The filtrate was added drop-wise to 8.4 mL of 26.8 mmol sodium borohydride at 0° C. and stirred for 30 min. The mixture was then stirred at room temperature for 2 hr. Ten per... Reactants: BrC1=CC2=C(C(C=3NC4=CC(=CC=C4C3C2=O)C#N)(C)C)C=C1OC (9-Bromo-8-methoxy-6,6-dimethyl-11-oxo-6,11-dihydro-5H-benzo[b]carbazole-3-carbonitrile), CC(C)C1=CC(=C(C(=C1)C(C)C)C2=C(C=CC=C2)P(C3CCCCC3)C4CCCCC4)C(C)C (XPhos), C([O-])([O-])=O.[Cs+].[Cs+] (cesium carbonate), CC(C#CO)C (3-methyl-1-butyn-1-ol). Reagents/catalysts: CC#N.CC#N.Cl[Pd]Cl (bis(acetonitrile)dichloropalladium). The solvent is O (water), C(C)#N (acetonitrile). Run at temperature 85 celsius, time 2 hour. Product: OC(C#CC1=CC2=C(C(C=3NC4=CC(=CC=C4C3C2=O)C#N)(C)C)C=C1OC)(C)C (9-(3-Hydroxy-3-methyl-but-1-ynyl)-8-methoxy-6,6-dimethyl-11-oxo-6,11-dihydro-5H-benzo[b]carbazole-3-carbonitrile). The yield is 281.6%. As a reaction SMILES: Br[C:2]1[C:23]([O:24][CH3:25])=[CH:22][C:5]2[C:6]([CH3:21])([CH3:20])[C:7]3[NH:8][C:9]4[C:14]([C:15]=3[C:16](=[O:17])[C:4]=2[CH:3]=1)=[CH:13][CH:12]=[C:11]([C:18]#[N:19])[CH:10]=4.[CH3:26][CH:27]([C:29]1[CH:34]=C(C(C)C)C(C2C=CC=CC=2P(C2CCCCC2)C2CCCCC2)=C(C(C)C)[CH:30]=1)C.C(=O)([O-])[O-:61].[Cs+].[Cs+].CC(C)C#CO>C(#N)C.CC#N.CC#N.Cl[Pd]Cl.O>[OH:61][C:29]([CH3:34])([CH3:30])[C:27]#[C:26][C:2]1[C:23]([O:24][CH3:25])=[CH:22][C:5]2[C:6]([CH3:21])([CH3:20])[C:7]3[NH:8][C:9]4[C:14]([C:15]=3[C:16](=[O:17])[C:4]=2[CH:3]=1)=[CH:13][CH:12]=[C:11]([C:18]#[N:19])[CH:10]=4 |f:2.3.4,7.8.9|. Reported procedure: 9-Bromo-8-methoxy-6,6-dimethyl-11-oxo-6,11-dihydro-5H-benzo[b]carbazole-3-carbonitrile (Compound E3-1-1, 50 mg, 0.13 mmol), bis(acetonitrile)dichloropalladium (II) (1.64 mg, 0.05 eq.), XPhos (9.05 mg, 0.15 eq.), cesium carbonate (185 mg, 4.5 eq.) and 3-methyl-1-butyn-1-ol (18.6 μl, 1.5 eq.) were dissolved in acetonitrile and stirred at 85° C. for 2 hr. The reaction solution was added to water, and then extracted with ethyl acetate. The organic layer was washed with brine and dried over sodium su... The reactants are ClC1=CC2=C(N(CC3=C(C=C2)C=CC(=C3)B3OC(C(O3)(C)C)(C)C)C(C)=O)C=C1 (1-[2-Chloro-8-(4,4,5,5-tetramethyl-[1,3,2]dioxaborolan-2-yl)-6H-dibenzo[b,f]azocin-5-yl]-ethanone), C(=O)([O-])[O-].[Na+].[Na+] (Na2CO3), COC(C1=C(C=CC(=C1)C=O)OS(=O)(=O)C(F)(F)F)=O (5-Formyl-2-trifluoromethanesulfonyloxy-benzoic acid methyl ester), C1(=CC=CC=C1)C (toluene). The reagents and catalysts are C=1C=CC(=CC1)[P](C=2C=CC=CC2)(C=3C=CC=CC3)[Pd]([P](C=4C=CC=CC4)(C=5C=CC=CC5)C=6C=CC=CC6)([P](C=7C=CC=CC7)(C=8C=CC=CC8)C=9C=CC=CC9)[P](C=1C=CC=CC1)(C=1C=CC=CC1)C=1C=CC=CC1 (Pd(PPh3)4). The solvent is CCO (EtOH), O (water). Run at temperature 75 celsius. The product is COC(C1=C(C=CC(=C1)C=O)C1=CC2=C(C=CC3=C(N(C2)C(C)=O)C=CC(=C3)Cl)C=C1)=O (2-(5-Acetyl-2-chloro-5,6-dihydro-dibenzo[b,f]azocin-8-yl)-5-formyl-benzoic acid methyl ester). Yield: 54.2%. RXN SMILES: [Cl:1][C:2]1[CH:29]=[CH:28][C:5]2[N:6]([C:25](=[O:27])[CH3:26])[CH2:7][C:8]3[CH:15]=[C:14](B4OC(C)(C)C(C)(C)O4)[CH:13]=[CH:12][C:9]=3[CH:10]=[CH:11][C:4]=2[CH:3]=1.[CH3:30][O:31][C:32](=[O:49])[C:33]1[CH:38]=[C:37]([CH:39]=[O:40])[CH:36]=[CH:35][C:34]=1OS(C(F)(F)F)(=O)=O.C1(C)C=CC=CC=1.C([O-])([O-])=O.[Na+].[Na+]>C1C=CC([P]([Pd]([P](C2C=CC=CC=2)(C2C=CC=CC=2)C2C=CC=CC=2)([P](C2C=CC=CC=2)(C2C=CC=CC=2)C2C=CC=CC=2)[P](C2C=CC=CC=2)(C2C=CC=CC=2)C2C=CC=CC=2)(C2C=CC=CC=2)C2C=CC=CC=2)=CC=1.O.CCO>[CH3:30][O:31][C:32](=[O:49])[C:33]1[CH:38]=[C:37]([CH:39]=[O:40])[CH:36]=[CH:35][C:34]=1[C:14]1[CH:13]=[CH:12][C:9]2[CH:10]=[CH:11][C:4]3[CH:3]=[C:2]([Cl:1])[CH:29]=[CH:28][C:5]=3[N:6]([C:25](=[O:27])[CH3:26])[CH2:7][C:8]=2[CH:15]=1 |f:3.4.5,^1:66,68,87,106|. Procedure details: A 15 mL three necked oven dried round bottom flask was cooled under argon and charged with Example 21A (50 mg, 0.12 mmol), Example 236A (47 mg, 0.15 mmol) and toluene (2 mL)/EtOH (1 mL). The mixture was purged with argon for 30 minutes. Pd(PPh3)4 (14 mg, 0.012 mmol) and 2 M Na2CO3 (187 μl, 0.36 mmol were added and the reaction was heated at 75° C. for 2 hours. The resulting mixture was poured into water (10 mL) and extracted with EtOAc (3×10 mL). The combined extracts were dried over Na2SO4, fil... The reactants are O=C(n1ccnc1)n1ccnc1, CCOC(=O)CN, C1CCOC1, Cl, O=C(O)CCCCc1ccccc1. The product is CCOC(=O)CNC(=O)CCCCc1ccccc1. As a reaction SMILES: [C:14]([n:15]1[cH:16][cH:17][n:18][cH:19]1)([n:20]1[cH:21][cH:22][n:23][cH:24]1)=[O:25].[CH2:26]([CH3:27])[O:28][C:29]([CH2:30][NH2:31])=[O:32].[CH2:34]1[O:35][CH2:36][CH2:37][CH2:38]1.[ClH:33].[c:1]1([CH2:7][CH2:8][CH2:9][CH2:10][C:11](=[O:12])[OH:13])[cH:2][cH:3][cH:4][cH:5][cH:6]1>>[c:1]1([CH2:7][CH2:8][CH2:9][CH2:10][C:11](=[O:13])[NH:31][CH2:30][C:29]([O:28][CH2:26][CH3:27])=[O:32])[cH:2][cH:3][cH:4][cH:5][cH:6]1. Yield: 98.0%. Reported procedure: A suspension of methyl 3-(4-benzyloxyphenyl)propanoate in ethanol (200 ml) and THF (100 ml) was treated with an aqueous solution of potassium hydroxide (6.7 g, 1.5 N, 101.2 mmol). The mixture was stirred at 60° C. for 1.5 hours, cooled to room temperature, adjusted to pH 3-4 with 1N HCl. The solvent was removed in vacuo to give the title material (12.8 g, 98%) as a white solid. Conditions: temperature 60 celsius, time 1.5 hour. Starting materials: C(C1=CC=CC=C1)OC1=CC=C(C=C1)CCC(=O)OC (methyl 3-(4-benzyloxyphenyl)propanoate), Cl (HCl), [OH-].[K+] (potassium hydroxide). RXN SMILES: [CH2:1]([O:8][C:9]1[CH:14]=[CH:13][C:12]([CH2:15][CH2:16][C:17]([O:19]C)=[O:18])=[CH:11][CH:10]=1)[C:2]1[CH:7]=[CH:6][CH:5]=[CH:4][CH:3]=1.[OH-].[K+].Cl>C(O)C.C1COCC1>[CH2:1]([O:8][C:9]1[CH:10]=[CH:11][C:12]([CH2:15][CH2:16][C:17]([OH:19])=[O:18])=[CH:13][CH:14]=1)[C:2]1[CH:3]=[CH:4][CH:5]=[CH:6][CH:7]=1 |f:1.2|. The product is C(C1=CC=CC=C1)OC1=CC=C(C=C1)CCC(=O)O (3-(4-Benzyloxyphenyl)propanoic acid). Solvent: C(C)O (ethanol), C1CCOC1 (THF).